This data is from the Open Reaction Database (ORD), a public repository of structured organic reaction records. The task is: describe an organic reaction: reactants, conditions, products, and yield Starting materials: C(C1=CC=CC=C1)OC(=O)N1CCN(CC1)C(C(CC=1C=C2C=NNC2=CC1)NC(=O)N1CCC(CC1)N1C(NC2=CC=CC=C2C1)=O)=O (4-(3-(1H-indazol-5-yl)-2-{[4-(2-oxo-1,4-dihydro-2H-quinazolin-3-yl)-piperidine-1-carbonyl]-amino}-propionyl)-piperazine-1-carboxylic acid benzyl ester), C (charcoal). The solvent is CO (methanol). Conditions: time 3 hour. The product is N1N=CC2=CC(=CC=C12)CC(C(N1CCNCC1)=O)NC(=O)N1CCC(CC1)N1C(NC2=CC=CC=C2C1)=O (4-(2-Oxo-1,4-dihydro-2H-quinazolin-3-yl)-piperidine-1-carboxylic acid[1-(1H-indazol-5-ylmethyl)-2-oxo-2-piperazin-1-yl-ethyl]-amide). Isolated yield 91.0%. As a reaction SMILES: C(OC([N:11]1[CH2:16][CH2:15][N:14]([C:17](=[O:49])[CH:18]([NH:29][C:30]([N:32]2[CH2:37][CH2:36][CH:35]([N:38]3[CH2:47][C:46]4[C:41](=[CH:42][CH:43]=[CH:44][CH:45]=4)[NH:40][C:39]3=[O:48])[CH2:34][CH2:33]2)=[O:31])[CH2:19][C:20]2[CH:21]=[C:22]3[C:26](=[CH:27][CH:28]=2)[NH:25][N:24]=[CH:23]3)[CH2:13][CH2:12]1)=O)C1C=CC=CC=1.C>CO>[NH:25]1[C:26]2[C:22](=[CH:21][C:20]([CH2:19][CH:18]([NH:29][C:30]([N:32]3[CH2:33][CH2:34][CH:35]([N:38]4[CH2:47][C:46]5[C:41](=[CH:42][CH:43]=[CH:44][CH:45]=5)[NH:40][C:39]4=[O:48])[CH2:36][CH2:37]3)=[O:31])[C:17](=[O:49])[N:14]3[CH2:15][CH2:16][NH:11][CH2:12][CH2:13]3)=[CH:28][CH:27]=2)[CH:23]=[N:24]1. Procedure details: To a degassed solution of 4-(3-(1H-indazol-5-yl)-2-{[4-(2-oxo-1,4-dihydro-2H-quinazolin-3-yl)-piperidine-1-carbonyl]-amino}-propionyl)-piperazine-1-carboxylic acid benzyl ester (280 mg, 0.42 mmol) in methanol (50 ml) was added 10% palladized charcoal (50 mg). The mixture was shaken in a Parr apparatus under an atmosphere of hydrogen at 50 psi for 3 h. The mixture was filtered through celite. The filtrate was concentrated under reduced pressure to give the desired product in 91% yield. LC/MS: tR=... Reactants: C(C(=O)O)(=O)O.SC=1SC=C(N1)C=1C=NC=CC1 (2-mercapto-4-(3-pyridyl)-thiazole oxalate), [H-].[Na+] (sodium hydride), C(C)OCCCl (2-chloroethyl ethyl ether). The solvent is CN(C=O)C (N,N-dimethylformamide), C(Cl)(Cl)Cl (chloroform). Yields the product C(C)OCCSC=1SC=C(N1)C=1C=NC=CC1 (2-[(2-ethoxyethyl)thio]-4-(3-pyridyl)thiazole). Yield: 9281.9%. Reaction SMILES: C(O)(=O)C(O)=O.[SH:7][C:8]1[S:9][CH:10]=[C:11]([C:13]2[CH:14]=[N:15][CH:16]=[CH:17][CH:18]=2)[N:12]=1.[H-].[Na+].[CH2:21]([O:23][CH2:24][CH2:25]Cl)[CH3:22]>CN(C)C=O.C(Cl)(Cl)Cl>[CH2:21]([O:23][CH2:24][CH2:25][S:7][C:8]1[S:9][CH:10]=[C:11]([C:13]2[CH:14]=[N:15][CH:16]=[CH:17][CH:18]=2)[N:12]=1)[CH3:22] |f:0.1,2.3|. Procedure: Dissolved in 2.5 ml of N,N-dimethylformamide were 0.50 g of 2-mercapto-4-(3-pyridyl)-thiazole oxalate (1.82 mmol), and 0.10 g (4.17 mmol) of sodium hydride were added to the solution, which was stirred at room temperature. One hour later, 0.40 ml (3.65 mmol) of 2-chloroethyl ethyl ether were added to the suspension, which was then stirred for 2 hours at 80° C. The reaction solution was diluted with 50 ml of chloroform, followed by addition of 50 ml of a 5% saline solution and washing. After sepa... Yields the product B(O)(O)C1=CN(C2=CC=CC=C12)S(=O)(=O)C1=CC=CC=C1 (3-Borono-1-(phenylsulfonyl)-1H-indole). Reaction SMILES: C([Li])(C)(C)C.CCCCC.Br[C:12]1[C:20]2[C:15](=[CH:16][CH:17]=[CH:18][CH:19]=2)[N:14]([S:21]([C:24]2[CH:29]=[CH:28][CH:27]=[CH:26][CH:25]=2)(=[O:23])=[O:22])[CH:13]=1.C[O:31][B:32](OC)[O:33]C.Cl>C1COCC1>[B:32]([C:12]1[C:20]2[C:15](=[CH:16][CH:17]=[CH:18][CH:19]=2)[N:14]([S:21]([C:24]2[CH:29]=[CH:28][CH:27]=[CH:26][CH:25]=2)(=[O:23])=[O:22])[CH:13]=1)([OH:33])[OH:31]. Run at temperature -100 celsius, time 5 minute. Reported procedure: A 1.7 M solution of tert-butyl lithium (t-BuLi) in pentane (3.8 ml; 6.45 mmol) was added over ~5 minutes, to a solution of the title product of Step (B) (1 g; 3 mmol) in THF at -100° C. The temperature was kept below -84° C. during the addition. After stirring 5 minutes at -100° C., trimethylborate was added in one portion and the reaction mixture was allowed to warm to room temperature over 4 hours. At this time, 10 ml of 10% HCl was added and the mixture was extracted with methylene chloride (... The reactants are Cl (HCl), COB(OC)OC (trimethylborate), solution, C(C)(C)(C)[Li] (tert-butyl lithium), CCCCC (pentane), BrC1=CN(C2=CC=CC=C12)S(=O)(=O)C1=CC=CC=C1 (3-Bromo-1-(phenylsulfonyl)-1H-indole). Isolated yield 69.0%. The solvent is C1CCOC1 (THF). Starting materials: O=C(CCC#CCCC(=O)OC)C=1OC=CC1 (1-oxo-1-furyl-7-methoxycarbonyl-4-heptyne), C1=CCCCC1 (cyclohexene). Reagents/catalysts: [Pd].CC(=O)[O-].CC(=O)[O-].[Pb+2] (Lindlar catalyst). Solvent: C1(=CC=CC=C1)C (toluene). The product is O=C(CC\C=C/CCC(=O)OC)C=1OC=CC1 (1-oxo-1-furyl-7-methoxycarbony-cis-4-heptene). Isolated yield 90.6%. RXN SMILES: [O:1]=[C:2]([C:13]1[O:14][CH:15]=[CH:16][CH:17]=1)[CH2:3][CH2:4][C:5]#[C:6][CH2:7][CH2:8][C:9]([O:11][CH3:12])=[O:10].C1CCCCC=1>[Pd].CC([O-])=O.CC([O-])=O.[Pb+2].C1(C)C=CC=CC=1>[O:1]=[C:2]([C:13]1[O:14][CH:15]=[CH:16][CH:17]=1)[CH2:3][CH2:4]/[CH:5]=[CH:6]\[CH2:7][CH2:8][C:9]([O:11][CH3:12])=[O:10] |f:2.3.4.5|. Procedure details: A mixture of 1-oxo-1-furyl-7-methoxycarbonyl-4-heptyne [VII-1] (3.0 g) obtained in Example 13, a Lindlar catalyst (5% Pd-CaCO3 -PbO) (30 mg), cyclohexene (5.26 g) and toluene (12 ml) is charged in an atmospheric hydrogenation apparatus and subjected to reduction at room temperature under atmospheric pressure. After completion of the reaction, the catalyst is removed by filtration and the filtrate is concentrated to give 1-oxo-1-furyl-7-methoxycarbony-cis-4-heptene [VII-2] (2.74 g, yield; 90.4%). The reactants are OC1=NN=CC2=CC(=CC=C12)C=1C=C(C(=O)OC)C=CC1C (Methyl 3-(1-hydroxyphthalazin-6-yl)-4-methylbenzoate), P(=O)(Cl)(Cl)Cl (phosphorus oxychloride). Solvent: C(C)#N (acetonitrile). Reaction conditions: temperature 80 celsius. Product: ClC1=NN=CC2=CC(=CC=C12)C=1C=C(C(=O)OC)C=CC1C (Methyl 3-(1-chlorophthalazin-6-yl)-4-methylbenzoate). As a reaction SMILES: O[C:2]1[C:11]2[C:6](=[CH:7][C:8]([C:12]3[CH:13]=[C:14]([CH:19]=[CH:20][C:21]=3[CH3:22])[C:15]([O:17][CH3:18])=[O:16])=[CH:9][CH:10]=2)[CH:5]=[N:4][N:3]=1.P(Cl)(Cl)([Cl:25])=O>C(#N)C>[Cl:25][C:2]1[C:11]2[C:6](=[CH:7][C:8]([C:12]3[CH:13]=[C:14]([CH:19]=[CH:20][C:21]=3[CH3:22])[C:15]([O:17][CH3:18])=[O:16])=[CH:9][CH:10]=2)[CH:5]=[N:4][N:3]=1. Reported procedure: Methyl 3-(1-hydroxyphthalazin-6-yl)-4-methylbenzoate (2.85 g, 9.68 mmol) was suspended in acetonitrile (19.4 mL), cooled to 0° C. to which phosphorus oxychloride (1.81 mL, 19.4 mmol) was added dropwise. The reaction mixture was warmed to 80° C. for 2.5 h, then concentrated, diluted with 150 mL of ethyl acetate, added to a separatory funnel and partitioned with water. The organics were washed 2×50 mL with water, separated, dried over sodium sulfate, and concentrated in vacuo to give the title com...